From a dataset of the Open Reaction Database (ORD), a public repository of structured organic reaction records. describe an organic reaction: reactants, conditions, products, and yield The reactants are N1=C(C=CC=C1)NN ((2-Pyridyl)hydrazine), O (water), COC=1C=C2C(=CC=NC2=CC1OC)OC1=C(C=C(C(=C1)C)C)C(C)=O (1-[2-(6,7-Dimethoxy-quinolin-4-yloxy)-4,5-dimethylphenyl]-1-ethanone), COC=1C=C2C(=CC=NC2=CC1OC)OC1=C(C=C(C(=C1)C)C)C(C)=O (1-[2-(6,7-Dimethoxy-quinolin-4-yloxy)-4,5-dimethylphenyl]-1-ethanone). The reagents and catalysts are [O-]S(=O)(=O)C(F)(F)F.[Yb+3].[O-]S(=O)(=O)C(F)(F)F.[O-]S(=O)(=O)C(F)(F)F (Ytterbium triflate). The solvent is C(C)O (ethanol). Conditions: temperature 60 celsius, time 8 hour. The product is COC=1C=C2C(=CC=NC2=CC1OC)OC1=C(C=C(C(=C1)C)C)C(C)=NNC1=NC=CC=C1 (N-{1-[2-(6,7-Dimethoxy-quinolin-4-yloxy)-4,5-dimethyl-phenyl]-ethylidene}-N′-pyridin-2-yl-hydrazine). The yield is 34.4%. RXN SMILES: [CH3:1][O:2][C:3]1[CH:4]=[C:5]2[C:10](=[CH:11][C:12]=1[O:13][CH3:14])[N:9]=[CH:8][CH:7]=[C:6]2[O:15][C:16]1[CH:21]=[C:20]([CH3:22])[C:19]([CH3:23])=[CH:18][C:17]=1[C:24](=O)[CH3:25].[N:27]1[CH:32]=[CH:31][CH:30]=[CH:29][C:28]=1[NH:33][NH2:34].O>C(O)C.[O-]S(C(F)(F)F)(=O)=O.[Yb+3].[O-]S(C(F)(F)F)(=O)=O.[O-]S(C(F)(F)F)(=O)=O>[CH3:1][O:2][C:3]1[CH:4]=[C:5]2[C:10](=[CH:11][C:12]=1[O:13][CH3:14])[N:9]=[CH:8][CH:7]=[C:6]2[O:15][C:16]1[CH:21]=[C:20]([CH3:22])[C:19]([CH3:23])=[CH:18][C:17]=1[C:24](=[N:34][NH:33][C:28]1[CH:29]=[CH:30][CH:31]=[CH:32][N:27]=1)[CH3:25] |f:4.5.6.7|. Procedure details: 1-[2-(6,7-Dimethoxy-quinolin-4-yloxy)-4,5-dimethylphenyl]-1-ethanone (compound 38) (30 mg) was dissolved in ethanol (1 ml) to prepare a solution. (2-Pyridyl)hydrazine (28 mg) was added to the solution, and the mixture was stirred at 60° C. overnight. Ytterbium triflate (1 mg) was added to the reaction solution, and the mixture was stirred at 60° C. for 5 days. The reaction solution was cooled to room temperature, water was then added to the cooled solution, and the mixture was extracted with eth...